This data is from the Open Reaction Database (ORD), a public repository of structured organic reaction records. The task is: describe an organic reaction: reactants, conditions, products, and yield Starting materials: COCCn1cc(Br)sc1=NC(=O)C12CC3CC(CC(C3)C1)C2, O=C([O-])[O-], COCCOC, CCO, [Na+], [Na+], O, Cl[Pd]Cl, c1ccc(P(c2ccccc2)c2ccccc2)cc1, c1ccc(P(c2ccccc2)c2ccccc2)cc1, OB(O)c1cccnc1. The product is COCCn1cc(-c2cccnc2)sc1=NC(=O)C12CC3CC(CC(C3)C1)C2. Reaction SMILES: [Br:1][c:2]1[cH:3][n:4]([CH2:20][CH2:21][O:22][CH3:23])[c:5](=[N:7][C:8](=[O:9])[C:10]23[CH2:11][CH:12]4[CH2:13][CH:14]([CH2:15][CH:16]([CH2:17]2)[CH2:18]4)[CH2:19]3)[s:6]1.[C:33](=[O:34])([O-:35])[O-:36].[CH3:80][O:81][CH2:82][CH2:83][O:84][CH3:85].[CH3:87][CH2:88][OH:89].[Na+:37].[Na+:38].[OH2:86].[Pd:39]([Cl:40])[Cl:41].[c:42]1([P:43]([c:44]2[cH:45][cH:46][cH:47][cH:48][cH:49]2)[c:50]2[cH:51][cH:52][cH:53][cH:54][cH:55]2)[cH:56][cH:57][cH:58][cH:59][cH:60]1.[c:61]1([P:62]([c:63]2[cH:64][cH:65][cH:66][cH:67][cH:68]2)[c:69]2[cH:70][cH:71][cH:72][cH:73][cH:74]2)[cH:75][cH:76][cH:77][cH:78][cH:79]1.[n:24]1[cH:25][c:26]([B:30]([OH:31])[OH:32])[cH:27][cH:28][cH:29]1>>[c:2]1(-[c:26]2[cH:25][n:24][cH:29][cH:28][cH:27]2)[cH:3][n:4]([CH2:20][CH2:21][O:22][CH3:23])[c:5](=[N:7][C:8](=[O:9])[C:10]23[CH2:11][CH:12]4[CH2:13][CH:14]([CH2:15][CH:16]([CH2:17]2)[CH2:18]4)[CH2:19]3)[s:6]1. Starting materials: CC(C)(C)[Si](C)(C)Cl, CN(C)C=O, CC(CCC(=O)O)C1CCC2C3C(O)CC4CC(O)CCC4(C)C3CC(O)C12C, O, c1c[nH]cn1. Product: CC(CCC(=O)O)C1CCC2C3C(O)CC4CC(O[Si](C)(C)C(C)(C)C)CCC4(C)C3CC(O)C12C. Reaction SMILES: [C:35]([CH3:36])([CH3:37])([CH3:38])[Si:39]([CH3:40])([CH3:41])[Cl:42].[CH3:44][N:45]([CH3:46])[CH:47]=[O:48].[CH:1]12[CH2:2][CH:3]([OH:4])[CH2:5][CH2:6][C:7]1([CH3:8])[CH:9]1[CH2:10][CH:11]([OH:12])[C:13]3([CH3:14])[CH:15]([CH:23]([CH3:24])[CH2:25][CH2:26][C:27]([OH:28])=[O:29])[CH2:16][CH2:17][CH:18]3[CH:19]1[CH:20]([OH:21])[CH2:22]2.[OH2:43].[nH:30]1[cH:31][cH:32][n:33][cH:34]1>>[CH:1]12[CH2:2][CH:3]([O:4][Si:39]([C:35]([CH3:36])([CH3:37])[CH3:38])([CH3:40])[CH3:41])[CH2:5][CH2:6][C:7]1([CH3:8])[CH:9]1[CH2:10][CH:11]([OH:12])[C:13]3([CH3:14])[CH:15]([CH:23]([CH3:24])[CH2:25][CH2:26][C:27]([OH:28])=[O:29])[CH2:16][CH2:17][CH:18]3[CH:19]1[CH:20]([OH:21])[CH2:22]2. Reported procedure: A solution of Pd2(dba)3 [92 mg, 0.1 mmol (4.6 mg, 0.005 mmol, 2 mol % Pd per reaction)], ligand 1 (see FIG. 1) [168 mg, 0.4 mmol (8.4 mg, 0.02 mmol, 4 mol % per reaction)] and NaOt-Bu [40 mg, 0.4 mmol (2 mg, 0.02 mmol, 4 mol % per reaction)] were stirred in 10 mL DME (anhy). After 10 minutes, 0.5 mL of the solution was added via syringe to a test tube containing (under an Argon atmosphere) K3PO4 (148 mg, 0.7 mmol), 2-chloronitrobenzene (79 mg, 0.5 mmol), and morpholine (52 μL, 0.6 mmol). The tes... The yield is 9.6%. The reactants are [O-]P(=O)([O-])[O-].[K+].[K+].[K+] (K3PO4), ClC1=C(C=CC=C1)[N+](=O)[O-] (2-chloronitrobenzene), N1CCOCC1 (morpholine), ligand 1, CC(C)(C)[O-].[Na+] (NaOt-Bu), solution. Product: [N+](=O)([O-])C1=C(C=CC=C1)N1CCOCC1 (N-(2-nitrophenyl) morpholine). Run at temperature 100 celsius, time 10 minute. RXN SMILES: CC([O-])(C)C.[Na+].[O-]P([O-])([O-])=O.[K+].[K+].[K+].Cl[C:16]1[CH:21]=[CH:20][CH:19]=[CH:18][C:17]=1[N+:22]([O-:24])=[O:23].[NH:25]1[CH2:30][CH2:29][O:28][CH2:27][CH2:26]1>COCCOC.CCOCC.CCCCCCCCCCCC.C1C=CC(/C=C/C(/C=C/C2C=CC=CC=2)=O)=CC=1.C1C=CC(/C=C/C(/C=C/C2C=CC=CC=2)=O)=CC=1.C1C=CC(/C=C/C(/C=C/C2C=CC=CC=2)=O)=CC=1.[Pd].[Pd]>[N+:22]([C:17]1[CH:18]=[CH:19][CH:20]=[CH:21][C:16]=1[N:25]1[CH2:30][CH2:29][O:28][CH2:27][CH2:26]1)([O-:24])=[O:23] |f:0.1,2.3.4.5,11.12.13.14.15|. The solvent is CCOCC (ether), CCCCCCCCCCCC (dodecane), COCCOC (DME). The reagents and catalysts are C=1C=CC(=CC1)/C=C/C(=O)/C=C/C2=CC=CC=C2.C=1C=CC(=CC1)/C=C/C(=O)/C=C/C2=CC=CC=C2.C=1C=CC(=CC1)/C=C/C(=O)/C=C/C2=CC=CC=C2.[Pd].[Pd] (Pd2(dba)3).